From a dataset of the Open Reaction Database (ORD), a public repository of structured organic reaction records. describe an organic reaction: reactants, conditions, products, and yield Reactants: C(C1=CC=CC=C1)O (benzyl alcohol), C(C1=CC=CC=C1)(=O)O (benzoic acid), C(CCC)N(CCCC)CCCC (tri-n-butylamine), C1(=CC=C(C=C1)S(=O)(=O)[O-])C.ClC1=[N+](C=CC=C1)C (2-chloro-1-methylpyridinium p-toluenesulfonate). The solvent is C(Cl)Cl (CH2Cl2), C(Cl)Cl (CH2Cl2). The product is C(C1=CC=CC=C1)(=O)OCC1=CC=CC=C1 (benzyl benzoate). The yield is 83.0%. RXN SMILES: C1(C)C=CC(S([O-])(=O)=O)=CC=1.ClC1C=CC=C[N+]=1C.[CH2:20]([OH:27])[C:21]1[CH:26]=[CH:25][CH:24]=[CH:23][CH:22]=1.[C:28](O)(=[O:35])[C:29]1[CH:34]=[CH:33][CH:32]=[CH:31][CH:30]=1.C(N(CCCC)CCCC)CCC>C(Cl)Cl>[C:20]([O:35][CH2:28][C:29]1[CH:34]=[CH:33][CH:32]=[CH:31][CH:30]=1)(=[O:27])[C:21]1[CH:26]=[CH:25][CH:24]=[CH:23][CH:22]=1 |f:0.1|. Procedure: To a CH2Cl2 (2 ml) solution of 2-chloro-1-methylpyridinium p-toluenesulfonate (720 mg, 2.4 mmol) was added a mixture of benzyl alcohol (216 mg, 2.0 mmol), benzoic acid (244 mg, 2.0 mmol) and tri-n-butylamine (888 mg, 4.8 mmol) in CH2Cl2, and the resulting mixture was refluxed for 3 hours. After evaporation of the solvent, the residue was separated by silica gel column chromatography, and benzyl benzoate was isolated in 83% yield. The reactants are Intermediate 3, C1(CCCCC1)[C@@H](C(N1[C@@H](CC=2C1=NC=CC2)C(NC2=CC=CC=C2)=O)=O)NC(OC(C)(C)C)=O (tert-butyl (S)-(1S)-1-cyclohexyl-2-oxo-2-(2-(phenylcarbamoyl)-2,3-dihydro-1H-pyrrolo[2,3-b]pyridin-1-yl)ethylcarbamate), C(=O)(C(F)(F)F)O (TFA). Solvent: C(Cl)Cl (DCM). Conditions: time 1 hour. Yields the product C1(=CC=CC=C1)NC(=O)[C@@H]1CC=2C(=NC=CC2)N1C([C@H](C1CCCCC1)N)=O ((S)-1-((S)-2-amino-2-cyclohexyl-acetyl)-2,3-dihydro-1H-pyrrolo[2,3-b]pyridine-2-carboxylic acid phenylamide). Yield: 77.7%. Reaction SMILES: [CH:1]1([C@H:7]([NH:28]C(=O)OC(C)(C)C)[C:8](=[O:27])[N:9]2[C:13]3=[N:14][CH:15]=[CH:16][CH:17]=[C:12]3[CH2:11][C@H:10]2[C:18](=[O:26])[NH:19][C:20]2[CH:25]=[CH:24][CH:23]=[CH:22][CH:21]=2)[CH2:6][CH2:5][CH2:4][CH2:3][CH2:2]1.C(O)(C(F)(F)F)=O>C(Cl)Cl>[C:20]1([NH:19][C:18]([C@H:10]2[N:9]([C:8](=[O:27])[C@@H:7]([NH2:28])[CH:1]3[CH2:2][CH2:3][CH2:4][CH2:5][CH2:6]3)[C:13]3=[N:14][CH:15]=[CH:16][CH:17]=[C:12]3[CH2:11]2)=[O:26])[CH:21]=[CH:22][CH:23]=[CH:24][CH:25]=1. Procedure: For Intermediate 3: In a 100 mL round-bottomed flask, tert-butyl (S)-(1S)-1-cyclohexyl-2-oxo-2-(2-(phenylcarbamoyl)-2,3-dihydro-1H-pyrrolo[2,3-b]pyridin-1-yl)ethylcarbamate (130 mg, 272 μmol, Eq: 1.00) was combined with DCM (2.6 mL) to give a colorless solution. TFA (2.6 mL, 33.7 mmol, Eq: 124) was added and the reaction was stirred for 1 h. The crude reaction mixture was concentrated in vacuo. The residue was dissolved in DCM (20 mL), washed with saturated aqueous NaHCO3 (5 mL). The organic lay...